This data is from the Open Reaction Database (ORD), a public repository of structured organic reaction records. The task is: describe an organic reaction: reactants, conditions, products, and yield Reactants: [Cl-].[Na+].O (brine), resultant mixture, C([O-])([O-])=O.[Na+].[Na+] (sodium carbonate), C(C)(C)(C)OC(N(CCNS(=O)(=O)C=1C=2C=CN=CC2C=CC1)CCOC1=C(C=C(C=C1)F)Br)=O ([2-(2-bromo-4-fluoro-phenoxy)-ethyl]-[2-(isoquinoline-5-sulfonylamino)-ethyl]-carbamic acid tert-butyl ester), FC1=C(C=CC=C1)B(O)O (2-fluorophenyl boronic acid), Pd(dppb)2Cl2, CO (MeOH). Run in C(C)(=O)OCC (ethyl acetate), CN(C)C=O (DMF). Yields the product BOC, Cl.Cl.FC=1C=CC(=C(C1)C1=C(C=CC=C1)F)OCCNCCNS(=O)(=O)C=1C=2C=CN=CC2C=CC1 (Isoquinoline-5-sulfonic acid {2-[2-(5,2′-difluoro-biphenyl-2-yloxy)-ethylamino]-ethyl}-amide di-hydrochloric acid). The yield is 86.0%. RXN SMILES: C(=O)([O-])[O-].[Na+].[Na+].C(OC(=O)[N:13]([CH2:30][CH2:31][O:32][C:33]1[CH:38]=[CH:37][C:36]([F:39])=[CH:35][C:34]=1Br)[CH2:14][CH2:15][NH:16][S:17]([C:20]1[C:21]2[CH:22]=[CH:23][N:24]=[CH:25][C:26]=2[CH:27]=[CH:28][CH:29]=1)(=[O:19])=[O:18])(C)(C)C.[F:42][C:43]1[CH:48]=[CH:47][CH:46]=[CH:45][C:44]=1B(O)O.CO.[Cl-:54].[Na+].O>CN(C=O)C.C(OCC)(=O)C>[ClH:54].[ClH:54].[F:39][C:36]1[CH:37]=[CH:38][C:33]([O:32][CH2:31][CH2:30][NH:13][CH2:14][CH2:15][NH:16][S:17]([C:20]2[C:21]3[CH:22]=[CH:23][N:24]=[CH:25][C:26]=3[CH:27]=[CH:28][CH:29]=2)(=[O:18])=[O:19])=[C:34]([C:44]2[CH:45]=[CH:46][CH:47]=[CH:48][C:43]=2[F:42])[CH:35]=1 |f:0.1.2,6.7.8,11.12.13|. Procedure: Aqueous sodium carbonate (0.18 mL, 2.0 M) is added to a stirred solution of [2-(2-bromo-4-fluoro-phenoxy)-ethyl]-[2-(isoquinoline-5-sulfonylamino)-ethyl]-carbamic acid tert-butyl ester (0.101 g, 0.179 mmol), 2-fluorophenyl boronic acid (26 mg, 0.19 mmol), Pd(dppb)2Cl2 (43 mg, 0.072 mmol) in DMF (3 mL)/MeOH (0.8 mL). The resultant mixture is heated at 80° C. under argon for 16 hours. At ambient temperature ethyl acetate (10 mL) and brine (3 mL) are added to the mixture, the organic layer is separ... Starting materials: [F-].[K+] (KF), CC1(OC2=C(C(O1)=O)C(=CC=C2)S(=O)(=O)C(F)(F)F)C (2,2-dimethyl-5-(trifluoromethanesulfonyl)-benzo[1,3]dioxin-4-one), [Li+].[Cl-] (LiCl), C(C=C)[Sn](CCCC)(CCCC)CCCC (allyltributyltin). The reagents and catalysts are C=1C=CC(=CC1)/C=C/C(=O)/C=C/C2=CC=CC=C2.C=1C=CC(=CC1)/C=C/C(=O)/C=C/C2=CC=CC=C2.C=1C=CC(=CC1)/C=C/C(=O)/C=C/C2=CC=CC=C2.[Pd].[Pd] (Pd2(dba)3), O1C(=CC=C1)P(C=1OC=CC1)C=1OC=CC1 (tri-(2-furyl)phosphine). Run in CC1CC(NC1)=O (4-methyl-2-pyrrolidinone). Conditions: time 48 hour. The product is C(C=C)C1=CC=CC2=C1C(OC(O2)(C)C)=O (5-allyl-2,2-dimethyl-benzo[1,3]dioxin-4-one). The yield is 97.2%. Reaction SMILES: [CH3:1][C:2]1([CH3:20])[O:7][C:6](=[O:8])[C:5]2[C:9](S(C(F)(F)F)(=O)=O)=[CH:10][CH:11]=[CH:12][C:4]=2[O:3]1.[Li+].[Cl-].[CH2:23]([Sn](CCCC)(CCCC)CCCC)[CH:24]=[CH2:25].[F-].[K+]>CC1CNC(=O)C1.C1C=CC(/C=C/C(/C=C/C2C=CC=CC=2)=O)=CC=1.C1C=CC(/C=C/C(/C=C/C2C=CC=CC=2)=O)=CC=1.C1C=CC(/C=C/C(/C=C/C2C=CC=CC=2)=O)=CC=1.[Pd].[Pd].O1C=CC=C1P(C1OC=CC=1)C1OC=CC=1>[CH2:25]([C:9]1[C:5]2[C:6](=[O:8])[O:7][C:2]([CH3:20])([CH3:1])[O:3][C:4]=2[CH:12]=[CH:11][CH:10]=1)[CH:24]=[CH2:23] |f:1.2,4.5,7.8.9.10.11|. Procedure: To a stirred suspension of 2,2-dimethyl-5-(trifluoromethanesulfonyl)-benzo[1,3]dioxin-4-one (iii) (2.0 g, 6.13 mmol), anhydrous LiCl (0.8 g, 18.4 mmol), Pd2(dba)3 (112 mg, 0.12 mmol), and tri-(2-furyl)phosphine (115 mg, 0.49 mmol) in 4-methyl-2-pyrrolidinone (10 mL) was added allyltributyltin (2.35 mL, 7.36 mmol). After stirring for 48 h at rt, saturated aqueous KF (20 mL) was added and an extraction was performed with Et2O (3×). The combined organics were dried over MgSO4, concentrated in vacuo... Starting materials: C=O, CCOC(C)=O, CCO, Nc1ccc(C(=O)NCc2ccc(Oc3ccccc3)s2)cn1, O. Product: CCOCNc1ccc(C(=O)NCc2ccc(Oc3ccccc3)s2)cn1. Reaction SMILES: [CH2:24]=[O:25].[CH3:27][CH2:28][O:29][C:30](=[O:31])[CH3:32].[CH3:33][CH2:34][OH:35].[NH2:1][c:2]1[n:3][cH:4][c:5]([C:6](=[O:7])[NH:8][CH2:9][c:10]2[s:11][c:12]([O:15][c:16]3[cH:17][cH:18][cH:19][cH:20][cH:21]3)[cH:13][cH:14]2)[cH:22][cH:23]1.[OH2:26]>>[NH:1]([c:2]1[n:3][cH:4][c:5]([C:6](=[O:7])[NH:8][CH2:9][c:10]2[s:11][c:12]([O:15][c:16]3[cH:17][cH:18][cH:19][cH:20][cH:21]3)[cH:13][cH:14]2)[cH:22][cH:23]1)[CH2:30][O:29][CH2:28][CH3:27]. The reactants are CN(C)S(=O)(=O)n1ccnc1Cc1ccccn1, CCO, [K+], [OH-]. Product: c1ccc(Cc2ncc[nH]2)nc1. Reaction SMILES: [CH3:1][N:2]([CH3:3])[S:4](=[O:5])([n:6]1[c:7]([CH2:11][c:12]2[n:13][cH:14][cH:15][cH:16][cH:17]2)[n:8][cH:9][cH:10]1)=[O:18].[CH3:21][CH2:22][OH:23].[K+:20].[OH-:19]>>[n:6]1[c:7]([CH2:11][c:12]2[n:13][cH:14][cH:15][cH:16][cH:17]2)[nH:8][cH:9][cH:10]1. Reactants: N#CCCCCBr, O=C([O-])[O-], CCC(C)=O, [I-], [K+], [K+], [Na+], CCCc1c(O)ccc(C(=O)c2ccccc2O)c1O. Product: CCCc1c(OCCCCC#N)ccc(C(=O)c2ccccc2O)c1O. Reaction SMILES: [Br:21][CH2:22][CH2:23][CH2:24][CH2:25][C:26]#[N:27].[C:30](=[O:31])([O-:32])[O-:33].[CH2:36]([C:37]([CH3:38])=[O:39])[CH3:40].[I-:29].[K+:34].[K+:35].[Na+:28].[OH:1][c:2]1[c:3]([C:12](=[O:13])[c:14]2[c:15]([OH:20])[cH:16][cH:17][cH:18][cH:19]2)[cH:4][cH:5][c:6]([OH:11])[c:7]1[CH2:8][CH2:9][CH3:10]>>[OH:1][c:2]1[c:3]([C:12](=[O:13])[c:14]2[c:15]([OH:20])[cH:16][cH:17][cH:18][cH:19]2)[cH:4][cH:5][c:6]([O:11][CH2:22][CH2:23][CH2:24][CH2:25][C:26]#[N:27])[c:7]1[CH2:8][CH2:9][CH3:10]. Starting materials: CS(=O)(=O)O, CCO, CCOCC, CC(N)(CO)CO, O=Cc1ccc2ccc3c4ccccc4ccc3c2c1, CC(CO)(CO)NCc1cc2c3ccccc3ccc2c2ccccc12. The product is CS(=O)(=O)O, CC(CO)(CO)NCc1ccc2ccc3c4ccccc4ccc3c2c1. Reaction SMILES: [CH3:1][S:2](=[O:3])(=[O:4])[OH:5].[CH3:59][CH2:60][OH:61].[CH3:62][CH2:63][O:64][CH2:65][CH3:66].[NH2:52][C:53]([CH2:54][OH:55])([CH2:56][OH:57])[CH3:58].[cH:32]1[cH:33][c:34]([CH:50]=[O:51])[cH:35][c:36]2[c:37]3[cH:38][cH:39][c:40]4[cH:41][cH:42][cH:43][cH:44][c:45]4[c:46]3[cH:47][cH:48][c:49]12.[cH:6]1[c:7]2[cH:8][cH:9][c:10]3[c:11]([cH:12][c:13]([CH2:14][NH:15][C:16]([CH3:17])([CH2:18][OH:19])[CH2:20][OH:21])[c:22]4[c:23]3[cH:24][cH:25][cH:26][cH:27]4)[c:28]2[cH:29][cH:30][cH:31]1>>[CH3:1][S:2](=[O:3])(=[O:4])[OH:5].[cH:32]1[cH:33][c:34]([CH2:50][NH:52][C:53]([CH2:54][OH:55])([CH2:56][OH:57])[CH3:58])[cH:35][c:36]2[c:37]3[cH:38][cH:39][c:40]4[cH:41][cH:42][cH:43][cH:44][c:45]4[c:46]3[cH:47][cH:48][c:49]12.